Dataset: the Open Reaction Database (ORD), a public repository of structured organic reaction records. Task: describe an organic reaction: reactants, conditions, products, and yield Starting materials: O1CCN(CC1)CC(=O)O (2-morpholinoacetic acid), CCN=C=NCCCN(C)C.Cl (EDC.HCl), FC(C=1C=C(CNC(C2=CC(=NC=C2)C2=C(C=CC(=C2)N2CCCCC2)NC(C2=CC(=CC=C2)CNC)=O)=O)C=CC1)(F)F (N-(3-(trifluoromethyl)benzyl)-2-(2-(3-((methylamino)methyl)benzamido)-5-(piperidin-1-yl)phenyl)isonicotinamide). Reagents/catalysts: CN(C1=CC=NC=C1)C (4-dimethylaminopyridine). The solvent is ClCCl (dichloromethane), ClCCl (dichloromethane). Conditions: temperature 25 celsius, time 6 hour. Product: CN(C(CN1CCOCC1)=O)CC=1C=C(C(=O)NC2=C(C=C(C=C2)N2CCCCC2)C=2C=C(C(=O)NCC3=CC(=CC=C3)C(F)(F)F)C=CN2)C=CC1 (2-(2-(3-((N-methyl-2-morpholinoacetamido)methyl)benzamido)-5-(piperidin-1-yl)phenyl)-N-(3-(trifluoromethyl)benzyl)isonicotinamide). The yield is 38.3%. Reaction SMILES: [O:1]1[CH2:6][CH2:5][N:4]([CH2:7][C:8]([OH:10])=O)[CH2:3][CH2:2]1.CCN=C=NCCCN(C)C.Cl.[F:23][C:24]([F:66])([F:65])[C:25]1[CH:26]=[C:27]([CH:62]=[CH:63][CH:64]=1)[CH2:28][NH:29][C:30](=[O:61])[C:31]1[CH:36]=[CH:35][N:34]=[C:33]([C:37]2[CH:42]=[C:41]([N:43]3[CH2:48][CH2:47][CH2:46][CH2:45][CH2:44]3)[CH:40]=[CH:39][C:38]=2[NH:49][C:50](=[O:60])[C:51]2[CH:56]=[CH:55][CH:54]=[C:53]([CH2:57][NH:58][CH3:59])[CH:52]=2)[CH:32]=1>ClCCl.CN(C)C1C=CN=CC=1>[CH3:59][N:58]([CH2:57][C:53]1[CH:52]=[C:51]([CH:56]=[CH:55][CH:54]=1)[C:50]([NH:49][C:38]1[CH:39]=[CH:40][C:41]([N:43]2[CH2:48][CH2:47][CH2:46][CH2:45][CH2:44]2)=[CH:42][C:37]=1[C:33]1[CH:32]=[C:31]([CH:36]=[CH:35][N:34]=1)[C:30]([NH:29][CH2:28][C:27]1[CH:62]=[CH:63][CH:64]=[C:25]([C:24]([F:65])([F:23])[F:66])[CH:26]=1)=[O:61])=[O:60])[C:8](=[O:10])[CH2:7][N:4]1[CH2:3][CH2:2][O:1][CH2:6][CH2:5]1 |f:1.2|. Procedure: Into a 50-mL round-bottom flask, was placed a solution of 2-morpholinoacetic acid (25.0 mg, 0.17 mmol, 1.00 equiv) in dichloromethane (10 mL), EDC.HCl (50.0 mg, 0.26 mmol, 1.50 equiv), 4-dimethylaminopyridine (32.0 mg, 0.26 mmol, 1.50 equiv), and N-(3-(trifluoromethyl)benzyl)-2-(2-(3-((methylamino)methyl)benzamido)-5-(piperidin-1-yl)phenyl)isonicotinamide (1000 mg, 1.66 mmol, 1.00 equiv). The resulting solution was stirred for 6 h at 25° C. in an oil bath. The resulting solution was diluted with... The reactants are CC1=C2C(NS(=O)(=O)C2=CC=C1)=O (4-Methylsaccharin), ( b ), C=O (formalin). Run in C(C)O (ethanol). The product is OCN1S(=O)(=O)C2=CC=CC(=C2C1=O)C (2-hydroxymethyl-4-methylsaccharin). The yield is 82.0%. RXN SMILES: [CH3:1][C:2]1[CH:12]=[CH:11][CH:10]=[C:9]2[C:3]=1[C:4](=[O:13])[NH:5][S:6]2(=[O:8])=[O:7].[CH2:14]=[O:15]>C(O)C>[OH:15][CH2:14][N:5]1[C:4](=[O:13])[C:3]2[C:9](=[CH:10][CH:11]=[CH:12][C:2]=2[CH3:1])[S:6]1(=[O:8])=[O:7]. Procedure: 4-Methylsaccharin prepared in (b) (500 mg; 2.54 mmol) was dissolved in 2.53 ml of warm ethanol (steam bath). Once a homogeneous solution was achieved, formalin (37% in methanol; 1.76 ml excess) was added dropwise. The solution was allowed to cool to room temperature and then chilled to 0° C. for 4 days. The resulting solid was collected and air-dried to afford 476 mg (82%) of 2-hydroxymethyl-4-methylsaccharin, mp 196°-198° C. 1H nmr (300 MHz, CDCl3): 7.767 (1H, t, J=6.75 Hz); 7.732 (1H, d, J=7.7... Yields the product FC(F)(F)c1ccc(Nc2ncnc3c2CN(Cc2ccccc2)CC3)cn1. As a reaction SMILES: [CH2:1]([c:2]1[cH:3][cH:4][cH:5][cH:6][cH:7]1)[N:8]1[CH2:9][c:10]2[c:11]([n:12][cH:13][n:14][c:15]2[Cl:16])[CH2:17][CH2:18]1.[F:19][C:20]([c:21]1[cH:22][cH:23][c:24]([NH2:27])[cH:25][n:26]1)([F:28])[F:29].[IH:30].[O:32]1[CH2:33][CH2:34][O:35][CH2:36][CH2:37]1.[OH2:31]>>[CH2:1]([c:2]1[cH:3][cH:4][cH:5][cH:6][cH:7]1)[N:8]1[CH2:9][c:10]2[c:11]([n:12][cH:13][n:14][c:15]2[NH:27][c:24]2[cH:23][cH:22][c:21]([C:20]([F:19])([F:28])[F:29])[n:26][cH:25]2)[CH2:17][CH2:18]1. Starting materials: Clc1ncnc2c1CN(Cc1ccccc1)CC2, Nc1ccc(C(F)(F)F)nc1, I, C1COCCO1, O.